Dataset: the Open Reaction Database (ORD), a public repository of structured organic reaction records. Task: describe an organic reaction: reactants, conditions, products, and yield Starting materials: C(C=C)C1(CCC2(OCCO2)CC1)O (8-allyl-1,4-dioxa-spiro[4.5]decan-8-ol), C(C)OCC (diethyl ether), [O-]S(=O)(=S)[O-].[Na+].[Na+] (Na2S2O3). The reagents and catalysts are O=[Os](=O)(=O)=O (OsO4). Solvent: O (water). Conditions: time 45 minute. Yields the product OC1(CCC2(OCCO2)CC1)CC=O ((8-hydroxy-1,4-dioxa-spiro[4.5]dec-8-yl)-acetaldehyde). As a reaction SMILES: [CH2:1]([C:4]1([OH:14])[CH2:13][CH2:12][C:7]2([O:11][CH2:10][CH2:9][O:8]2)[CH2:6][CH2:5]1)[CH:2]=C.C([O:17]CC)C.[O-]S([O-])(=S)=O.[Na+].[Na+]>O=[Os](=O)(=O)=O.O>[OH:14][C:4]1([CH2:1][CH:2]=[O:17])[CH2:13][CH2:12][C:7]2([O:11][CH2:10][CH2:9][O:8]2)[CH2:6][CH2:5]1 |f:2.3.4|. Procedure details: NalO4 (18.13 g) followed by OsO4 (4% in water, 0.96 mL) is added to a mixture of 8-allyl-1,4-dioxa-spiro[4.5]decan-8-ol (12.59 g), diethyl ether (65 ml), and water (85 mL) at room temperature. The mixture is vigorously stirred at room temperature overnight, before aqueous Na2S2O3 solution (50 mL) is added and stirring is continued for another 45 min. The combined organic phases are washed with water, dried (MgSO4), and concentrated. The crude product is used without further purification. Yield: ... Starting materials: C1CCOC1, CO, COC(=O)c1[nH]c(C=O)cc1Cl, [Li+], [OH-]. Yields the product O=Cc1cc(Cl)c(C(=O)O)[nH]1. Reaction SMILES: [CH2:15]1[O:16][CH2:17][CH2:18][CH2:19]1.[CH3:20][OH:21].[Cl:3][c:4]1[c:5]([C:11](=[O:12])[O:13][CH3:14])[nH:6][c:7]([CH:9]=[O:10])[cH:8]1.[Li+:2].[OH-:1]>>[Cl:3][c:4]1[c:5]([C:11](=[O:12])[OH:13])[nH:6][c:7]([CH:9]=[O:10])[cH:8]1. Starting materials: O=c1[nH]c2c(n3ccnc13)Cc1c(Br)cccc1-2, [K+], O=[N+]([O-])[O-], O, O=S(=O)(O)O. Yields the product O=c1[nH]c2c(n3ccnc13)Cc1c-2ccc([N+](=O)[O-])c1Br. As a reaction SMILES: [Br:1][c:2]1[c:3]2[c:15]([cH:16][cH:17][cH:18]1)-[c:6]1[c:5]([n:10]3[c:9]([c:8](=[O:14])[nH:7]1)[n:13][cH:12][cH:11]3)[CH2:4]2.[K+:24].[O-:25][N+:26]([O-:27])=[O:28].[OH2:29].[S:19](=[O:20])(=[O:21])([OH:22])[OH:23]>>[Br:1][c:2]1[c:3]2[c:15]([cH:16][cH:17][c:18]1[N+:26](=[O:25])[O-:27])-[c:6]1[c:5]([n:10]3[c:9]([c:8](=[O:14])[nH:7]1)[n:13][cH:12][cH:11]3)[CH2:4]2. The reactants are N#Cc1ccc(F)c(-c2c(=O)ccn3c(-c4ccc(F)cc4F)cccc23)c1, [K+], [OH-]. Yields the product NC(=O)c1ccc(F)c(-c2c(=O)ccn3c(-c4ccc(F)cc4F)cccc23)c1. RXN SMILES: [F:1][c:2]1[c:3](-[c:9]2[n:10]3[cH:11][cH:12][c:13](=[O:28])[c:14](-[c:19]4[cH:20][c:21]([C:22]#[N:23])[cH:24][cH:25][c:26]4[F:27])[c:15]3[cH:16][cH:17][cH:18]2)[cH:4][cH:5][c:6]([F:8])[cH:7]1.[K+:30].[OH-:29]>>[F:1][c:2]1[c:3](-[c:9]2[n:10]3[cH:11][cH:12][c:13](=[O:28])[c:14](-[c:19]4[cH:20][c:21]([C:22]([NH2:23])=[O:29])[cH:24][cH:25][c:26]4[F:27])[c:15]3[cH:16][cH:17][cH:18]2)[cH:4][cH:5][c:6]([F:8])[cH:7]1. Procedure details: Following general procedure B2 and D1, 3-(2,4-Dimethoxy-benzyloxy)-1H-benzo[4,5]thieno[3,2-d]pyrimidine-2,4-dione (50 mg, 0.13 mmol) was alkylated with 4-tert-butyl benzyl bromide and subsequently deprotected to provide the title compound as a white solid (ret.=3.32 min., m/z=381.0): 1H NMR (d6-DMSO, 300 MHz) δ 1.20 (s, 9H); 5.64 (s, 2H); 7.17 (d, J=8 Hz, 1H); 7.25-7.60 (m, 5H); 7.95 (d, J=8 Hz, 1H); 8.08 (d, J=8 Hz, 1H). The product is C(C)(C)(C)C1=CC=C(CN2C(N(C(C3=C2C2=C(S3)C=CC=C2)=O)O)=O)C=C1 (1-(4-tert-Butyl-benzyl)-3-hydroxy-1H-benzo[4,5]thieno[3,2-d]pyrimidine-2,4-dione). Starting materials: D1, COC1=C(CON2C(NC3=C(C2=O)SC2=C3C=CC=C2)=O)C=CC(=C1)OC (3-(2,4-Dimethoxy-benzyloxy)-1H-benzo[4,5]thieno[3,2-d]pyrimidine-2,4-dione), C(C)(C)(C)C1=CC=C(CBr)C=C1 (4-tert-butyl benzyl bromide). RXN SMILES: COC1C=C(OC)C=CC=1C[O:6][N:7]1[C:12](=[O:13])[C:11]2[S:14][C:15]3[CH:20]=[CH:19][CH:18]=[CH:17][C:16]=3[C:10]=2[NH:9][C:8]1=[O:21].[C:28]([C:32]1[CH:39]=[CH:38][C:35]([CH2:36]Br)=[CH:34][CH:33]=1)([CH3:31])([CH3:30])[CH3:29]>>[C:28]([C:32]1[CH:33]=[CH:34][C:35]([CH2:36][N:9]2[C:10]3[C:16]4[CH:17]=[CH:18][CH:19]=[CH:20][C:15]=4[S:14][C:11]=3[C:12](=[O:13])[N:7]([OH:6])[C:8]2=[O:21])=[CH:38][CH:39]=1)([CH3:31])([CH3:29])[CH3:30].